This data is from the Open Reaction Database (ORD), a public repository of structured organic reaction records. The task is: describe an organic reaction: reactants, conditions, products, and yield Reactants: NC=1C=C(C(=O)NC2=CC=C(C=C2)OC)C=CC1OC (3-Amino-4-methoxy-N-(4-methoxyphenyl)-benzamide), ClC=1C=C(C=C(C1)Cl)N=C=S (3,5-dichlorophenyl isothiocyanate). Solvent: C(C)(=O)OCC (ethyl acetate). Run at temperature 60 celsius, time 3 day. The product is ClC=1C=C(C=C(C1)Cl)NC(NC=1C=C(C(=O)NC2=CC=C(C=C2)OC)C=CC1OC)=S (3-[3-(3,5-Dichlorophenyl)-thioureido]-4-methoxy-N-(4-methoxy-phenyl)-benzamide). Isolated yield 79.6%. Reaction SMILES: [NH2:1][C:2]1[CH:3]=[C:4]([CH:16]=[CH:17][C:18]=1[O:19][CH3:20])[C:5]([NH:7][C:8]1[CH:13]=[CH:12][C:11]([O:14][CH3:15])=[CH:10][CH:9]=1)=[O:6].[Cl:21][C:22]1[CH:23]=[C:24]([N:29]=[C:30]=[S:31])[CH:25]=[C:26]([Cl:28])[CH:27]=1>C(OCC)(=O)C>[Cl:21][C:22]1[CH:23]=[C:24]([NH:29][C:30](=[S:31])[NH:1][C:2]2[CH:3]=[C:4]([CH:16]=[CH:17][C:18]=2[O:19][CH3:20])[C:5]([NH:7][C:8]2[CH:9]=[CH:10][C:11]([O:14][CH3:15])=[CH:12][CH:13]=2)=[O:6])[CH:25]=[C:26]([Cl:28])[CH:27]=1. Procedure details: A mixture of 3-amino-4-methoxy-N-(4-methoxyphenyl)-benzamide from Example 3 (0.681 g, 2.50 mmol) in ethyl acetate (80 mL) was heated briefly to 60° C. then filtered to clarity and mixed with 3,5-dichlorophenyl isothiocyanate (0.511 g, 2.50 mmol). The reaction was allowed to stand for 3 days at room temperature then concentrated to two-thirds volume and allowed to stand overnight. Filtration afforded the product (0.948 g); m.p 175-182° C. The reactants are CCO, Cl, O=C(O)C1CC(F)(F)CN1, O=[N+]([O-])c1ccc(F)cc1C(F)(F)F, [Na+], [Na+], O=C([O-])[O-], O, O. Product: O=C(O)C1CC(F)(F)CN1c1ccc([N+](=O)[O-])c(C(F)(F)F)c1. RXN SMILES: [CH2:33]([OH:34])[CH3:35].[ClH:31].[F:15][C:16]1([F:24])[CH2:17][CH:18]([C:21](=[O:22])[OH:23])[NH:19][CH2:20]1.[F:1][c:2]1[cH:3][c:4]([C:11]([F:12])([F:13])[F:14])[c:5]([N+:8](=[O:9])[O-:10])[cH:6][cH:7]1.[Na+:25].[Na+:26].[O-:27][C:28](=[O:29])[O-:30].[OH2:32].[OH2:36]>>[c:2]1([N:19]2[CH:18]([C:21](=[O:22])[OH:23])[CH2:17][C:16]([F:15])([F:24])[CH2:20]2)[cH:3][c:4]([C:11]([F:12])([F:13])[F:14])[c:5]([N+:8](=[O:9])[O-:10])[cH:6][cH:7]1. The reactants are BrC=1C=CC=2N(C1)C(=C(N2)C2=CC=C(C=C2)F)C(=O)NC (6-Bromo-2-(4-fluorophenyl)-N-methylimidazo[1,2-a]pyridine-3-carboxamide), Cl (HCl), B(O)(O)C=1C=C(C(=O)O)C=CC1 (3-boronobenzoic acid), C(=O)([O-])[O-].[Cs+].[Cs+] (Cs2CO3). Reagents/catalysts: C=1C=CC(=CC1)[P](C=2C=CC=CC2)(C=3C=CC=CC3)[Pd]([P](C=4C=CC=CC4)(C=5C=CC=CC5)C=6C=CC=CC6)([P](C=7C=CC=CC7)(C=8C=CC=CC8)C=9C=CC=CC9)[P](C=1C=CC=CC1)(C=1C=CC=CC1)C=1C=CC=CC1 (Pd(PPh3)4). The solvent is O1CCOCC1 (dioxane), O (water). Run at temperature 100 celsius. The product is FC1=CC=C(C=C1)C=1N=C2N(C=C(C=C2)C=2C=C(C(=O)O)C=CC2)C1C(NC)=O (3-(2-(4-fluorophenyl)-3-(methylcarbamoyl)imidazo[1,2-a]pyridin-6-yl)benzoic acid). The yield is 77.7%. Reaction SMILES: Br[C:2]1[CH:3]=[CH:4][C:5]2[N:6]([C:8]([C:18]([NH:20][CH3:21])=[O:19])=[C:9]([C:11]3[CH:16]=[CH:15][C:14]([F:17])=[CH:13][CH:12]=3)[N:10]=2)[CH:7]=1.B([C:25]1[CH:26]=[C:27]([CH:31]=[CH:32][CH:33]=1)[C:28]([OH:30])=[O:29])(O)O.C([O-])([O-])=O.[Cs+].[Cs+].Cl>C1C=CC([P]([Pd]([P](C2C=CC=CC=2)(C2C=CC=CC=2)C2C=CC=CC=2)([P](C2C=CC=CC=2)(C2C=CC=CC=2)C2C=CC=CC=2)[P](C2C=CC=CC=2)(C2C=CC=CC=2)C2C=CC=CC=2)(C2C=CC=CC=2)C2C=CC=CC=2)=CC=1.O.O1CCOCC1>[F:17][C:14]1[CH:15]=[CH:16][C:11]([C:9]2[N:10]=[C:5]3[CH:4]=[CH:3][C:2]([C:25]4[CH:26]=[C:27]([CH:31]=[CH:32][CH:33]=4)[C:28]([OH:30])=[O:29])=[CH:7][N:6]3[C:8]=2[C:18](=[O:19])[NH:20][CH3:21])=[CH:12][CH:13]=1 |f:2.3.4,^1:44,46,65,84|. Reported procedure: 6-Bromo-2-(4-fluorophenyl)-N-methylimidazo[1,2-a]pyridine-3-carboxamide (150 mg, 0.431 mmol) and 3-boronobenzoic acid (107 mg, 0.646 mmol) were slurried into dioxane (5 mL) and water (1 mL). To the reaction mixture was added Cs2CO3 (211 mg, 0.646 mmol) followed by Pd(PPh3)4 (50 mg, 0.043 mmol). The reaction was sealed and heated at 100° C. overnight. The reaction solution was cooled to rt, filter to remove solids, diluted with water (˜10 mL) and acidified with 1N HCl (aq) (1.5 mL, 1.5 mmol). The... The reactants are NC1=NC=NC(=C1C=O)N1CCC(CC1)C=1N(C=C(N1)C1=CC(=C(C=C1)F)C(F)(F)F)C (4-Amino-6-{4-[4-(4-fluoro-3-trifluoromethyl-phenyl)-1-methyl-1H-imidazol-2-yl]-piperidin-1-yl}-pyrimidine-5-carbaldehyde), NC1=NC=NC(=C1C#N)Cl (4-amino-6-chloropyrimidine-5-carbonitrile). Product: NC1=NC=NC(=C1C#N)N1CCC(CC1)C=1N(C=C(N1)C1=CC(=C(C=C1)F)C(F)(F)F)C (4-Amino-6-{4-[4-(4-fluoro-3-trifluoromethyl-phenyl)-1-methyl-1H-imidazol-2-yl]-piperidin-1-yl}-pyrimidine-5-carbonitrile). As a reaction SMILES: [NH2:1][C:2]1[C:7]([CH:8]=O)=[C:6]([N:10]2[CH2:15][CH2:14][CH:13]([C:16]3[N:17]([CH3:32])[CH:18]=[C:19]([C:21]4[CH:26]=[CH:25][C:24]([F:27])=[C:23]([C:28]([F:31])([F:30])[F:29])[CH:22]=4)[N:20]=3)[CH2:12][CH2:11]2)[N:5]=[CH:4][N:3]=1.[NH2:33]C1C(C#N)=C(Cl)N=CN=1>>[NH2:1][C:2]1[C:7]([C:8]#[N:33])=[C:6]([N:10]2[CH2:15][CH2:14][CH:13]([C:16]3[N:17]([CH3:32])[CH:18]=[C:19]([C:21]4[CH:26]=[CH:25][C:24]([F:27])=[C:23]([C:28]([F:31])([F:30])[F:29])[CH:22]=4)[N:20]=3)[CH2:12][CH2:11]2)[N:5]=[CH:4][N:3]=1. Reported procedure: The title compound was prepared in an analogous manner as 4-Amino-6-{4-[4-(4-fluoro-3-trifluoromethyl-phenyl)-1-methyl-1H-imidazol-2-yl]-piperidin-1-yl}-pyrimidine-5-carbaldehyde using 4-amino-6-chloropyrimidine-5-carbonitrile instead of 4-amino-6-chloropyrimidine-5-carbaldehyde. LC-MS: (M+1=446, obsd.=446).